From a dataset of the Open Reaction Database (ORD), a public repository of structured organic reaction records. describe an organic reaction: reactants, conditions, products, and yield Reactants: FC(C(=O)O)(F)F (Trifluoroacetic acid), NC=1SC(=C(N1)C(C(=O)NC1[C@@H]2N(C(=C(CS2)C)C(=O)O)C1=O)=NOCC(=O)OC(C)(C)C)Cl (7-[2-(2-amino-5-chlorothiazol-4-yl)-2-t-butoxycarbonylmethoxyiminoacetamido]-3-methyl-3-cephem-4-carboxylic acid), C(C)(C)OC(C)C (isopropyl ether). The solvent is ClCCl (dichloromethane), C1(=CC=CC=C1)OC (anisole). Reaction conditions: time 1.5 hour. Product: NC=1SC(=C(N1)C(C(=O)NC1[C@@H]2N(C(=C(CS2)C)C(=O)O)C1=O)=NOCC(=O)O)Cl (7-[2-(2-amino-5-chlorothiazol-4-yl)-2-carboxymethoxyiminoacetamido]-3-methyl-3-cephem-4-carboxylic acid). The yield is 68.0%. As a reaction SMILES: FC(F)(F)C(O)=O.[NH2:8][C:9]1[S:10][C:11]([Cl:41])=[C:12]([C:14](=[N:31][O:32][CH2:33][C:34]([O:36]C(C)(C)C)=[O:35])[C:15]([NH:17][CH:18]2[C:29](=[O:30])[N:20]3[C:21]([C:26]([OH:28])=[O:27])=[C:22]([CH3:25])[CH2:23][S:24][C@H:19]23)=[O:16])[N:13]=1.C(OC(C)C)(C)C>ClCCl.C1(OC)C=CC=CC=1>[NH2:8][C:9]1[S:10][C:11]([Cl:41])=[C:12]([C:14](=[N:31][O:32][CH2:33][C:34]([OH:36])=[O:35])[C:15]([NH:17][CH:18]2[C:29](=[O:30])[N:20]3[C:21]([C:26]([OH:28])=[O:27])=[C:22]([CH3:25])[CH2:23][S:24][C@H:19]23)=[O:16])[N:13]=1. Procedure details: Trifluoroacetic acid (9.2 ml) was added to a suspension of 7-[2-(2-amino-5-chlorothiazol-4-yl)-2-t-butoxycarbonylmethoxyiminoacetamido]-3-methyl-3-cephem-4-carboxylic acid (syn isomer) (2.3 g) in dichloromethane (5 ml) and anisole (2.3 ml) at ambient temperature and the mixture was stirred for 1.5 hours at same temperature. To the resulting solution was added the isopropyl ether and stirred. The precipitates were collected by filtration, washed with isopropyl ether. The precipitates were added t... Starting materials: CS(=O)(=O)N (methanesulfonamide), C(C)OC(COCCCCBr)=O ((4-bromo-butoxy)-acetic acid ethyl ester), [H-].[Na+] (NaH), Cl (HCl). Procedure details: To a mixture of NaH (60% in oil, 167 mg, 4.18 mmol) and DMF (10 mL) was added a solution of methanesulfonamide (398 mg, 4.18 mmol) in DMF (5 mL). The mixture was heated at 100° C. for 1.5 h and was cooled to room temperature. A solution of (4-bromo-butoxy)-acetic acid ethyl ester (1.000 g, 4.182 mmol) in DMF (10 mL) was added and the reaction was heated at 100° C. for 21 h. Water was added to the cooled reaction mixture and the aqueous solution was acidified to pH=2 with concentrated HCl. The aq... As a reaction SMILES: [H-].[Na+].[CH3:3][S:4]([NH2:7])(=[O:6])=[O:5].[CH2:8]([O:10][C:11](=[O:19])[CH2:12][O:13][CH2:14][CH2:15][CH2:16][CH2:17]Br)[CH3:9].Cl>CN(C=O)C.O>[CH2:8]([O:10][C:11](=[O:19])[CH2:12][O:13][CH2:14][CH2:15][CH2:16][CH2:17][NH:7][S:4]([CH3:3])(=[O:6])=[O:5])[CH3:9] |f:0.1|. Yields the product C(C)OC(COCCCCNS(=O)(=O)C)=O ((4-Methanesulfonylamino-butoxy)-acetic Acid Ethyl Ester). Solvent: O (Water), CN(C)C=O (DMF), CN(C)C=O (DMF), CN(C)C=O (DMF). Yield: 17.1%. Conditions: temperature 100 celsius. Starting materials: BrC1=C(C=C(C=C1)C=1OC(=NN1)C)C (2-(4-bromo-3-methylphenyl)-5-methyl-1,3,4-oxadiazole), B(O)(O)C1=C(C=C(C(=O)O)C=C1)C (4-borono-3-methylbenzoic acid), 11. Product: CC1=C(C=CC(=C1)C(=O)O)C1=C(C=C(C=C1)C=1OC(=NN1)C)C (2,2'-Dimethyl-4'-(5-methyl-1,3,4-oxadiazol-2-yl)biphenyl-4-carboxylic acid). As a reaction SMILES: Br[C:2]1[CH:7]=[CH:6][C:5]([C:8]2[O:9][C:10]([CH3:13])=[N:11][N:12]=2)=[CH:4][C:3]=1[CH3:14].B([C:18]1[CH:26]=[CH:25][C:21]([C:22]([OH:24])=[O:23])=[CH:20][C:19]=1[CH3:27])(O)O>>[CH3:27][C:19]1[CH:20]=[C:21]([C:22]([OH:24])=[O:23])[CH:25]=[CH:26][C:18]=1[C:2]1[CH:7]=[CH:6][C:5]([C:8]2[O:9][C:10]([CH3:13])=[N:11][N:12]=2)=[CH:4][C:3]=1[CH3:14]. Procedure: The title compound was prepared from 2-(4-bromo-3-methylphenyl)-5-methyl-1,3,4-oxadiazole (EP 0533268 A1) and 4-borono-3-methylbenzoic acid (D33) using a similar procedure to Description 11 as a white solid (31%).